Dataset: the Open Reaction Database (ORD), a public repository of structured organic reaction records. Task: describe an organic reaction: reactants, conditions, products, and yield Starting materials: ClCCl, CC1CNCCN1C, O=Cc1ccc(C2Nc3cccc4c(=O)[nH]nc(c34)C2c2ccc(F)cc2)cc1. The product is CC1CN(Cc2ccc(C3Nc4cccc5c(=O)[nH]nc(c45)C3c3ccc(F)cc3)cc2)CCN1C. RXN SMILES: [CH2:38]([Cl:39])[Cl:40].[CH3:30][N:31]1[CH:32]([CH3:37])[CH2:33][NH:34][CH2:35][CH2:36]1.[F:1][c:2]1[cH:3][cH:4][c:5]([CH:8]2[CH:9]([c:22]3[cH:23][cH:24][c:25]([CH:26]=[O:27])[cH:28][cH:29]3)[NH:10][c:11]3[c:12]4[c:13]2[n:14][nH:15][c:16](=[O:21])[c:17]4[cH:18][cH:19][cH:20]3)[cH:6][cH:7]1>>[F:1][c:2]1[cH:3][cH:4][c:5]([CH:8]2[CH:9]([c:22]3[cH:23][cH:24][c:25]([CH2:26][N:34]4[CH2:33][CH:32]([CH3:37])[N:31]([CH3:30])[CH2:36][CH2:35]4)[cH:28][cH:29]3)[NH:10][c:11]3[c:12]4[c:13]2[n:14][nH:15][c:16](=[O:21])[c:17]4[cH:18][cH:19][cH:20]3)[cH:6][cH:7]1. The reactants are CCC(C(=O)OCC)P(=O)(OCC)OCC (Triethyl 2-phosphonobutyrate), CC1=C(C(CCC1)(C)C)/C=C/C(=C/C=C/C(=C/C=O)/C)/C (retinal). Product: CC(=CC=C(C(=O)OCC)CC)C=CC=C(C=CC1=C(CCCC1(C)C)C)C (ethyl 5,9-dimethyl-2-ethyl-11-(2,6,6-trimethyl-1cyclohexen-1-yl)-2,4,6,8,10-undecapentaenoate). Reaction SMILES: [CH3:1][CH2:2][CH:3](P(OCC)(OCC)=O)[C:4]([O:6][CH2:7][CH3:8])=[O:5].[CH3:17][C:18]1[CH2:23][CH2:22][CH2:21][C:20]([CH3:25])([CH3:24])[C:19]=1/[CH:26]=[CH:27]/[C:28](/[CH3:37])=[CH:29]/[CH:30]=[CH:31]/[C:32](/[CH3:36])=[CH:33]/[CH:34]=O>>[CH3:36][C:32]([CH:31]=[CH:30][CH:29]=[C:28]([CH3:37])[CH:27]=[CH:26][C:19]1[C:20]([CH3:25])([CH3:24])[CH2:21][CH2:22][CH2:23][C:18]=1[CH3:17])=[CH:33][CH:34]=[C:3]([CH2:2][CH3:1])[C:4]([O:6][CH2:7][CH3:8])=[O:5]. Procedure details: In analogy to the procedure given in Example 1: Triethyl 2-phosphonobutyrate was reacted with retinal to give ethyl 5,9-dimethyl-2-ethyl-11-(2,6,6-trimethyl-1cyclohexen-1-yl)-2,4,6,8,10-undecapentaenoate, which was converted by the procedure of Example 2 to 5,9-dimethyl-2-ethyl-11-(2,6,6-trimethyl-1-cyclohexen-1-yl)-2,4,6,8,10-undecapentaenoic acid, m.p.=164°-165° C.